From a dataset of the Open Reaction Database (ORD), a public repository of structured organic reaction records. describe an organic reaction: reactants, conditions, products, and yield Reactants: C[Si](C)(C)I, ClC(Cl)Cl, CC(=O)SC1CSC(COCc2ccccc2)C1. Yields the product CC(=O)SC1CSC(CI)C1. Reaction SMILES: [CH3:19][Si:20]([CH3:21])([CH3:22])[I:23].[CH:24]([Cl:25])([Cl:26])[Cl:27].[c:1]1([CH2:2][O:3][CH2:9][CH:10]2[CH2:11][CH:12]([S:15][C:16]([CH3:17])=[O:18])[CH2:13][S:14]2)[cH:4][cH:5][cH:6][cH:7][cH:8]1>>[CH2:9]([CH:10]1[CH2:11][CH:12]([S:15][C:16]([CH3:17])=[O:18])[CH2:13][S:14]1)[I:23].